From a dataset of the Open Reaction Database (ORD), a public repository of structured organic reaction records. describe an organic reaction: reactants, conditions, products, and yield The reactants are C(C1=CC=CC=C1)(=O)NC1=CC=C(C=C1)C1=CC=C2CN(C(C2=C1)=O)[C@H](C(=O)O)C(C)C ((S)-2-(6-(4-Benzamidophenyl)-1-oxoisoindolin-2-yl)-3-methylbutanoic acid), O=C1N(CC2=CC=C(C=C12)C1=CC=C(C=C1)NC(C1=CC=C(C=C1)CCCCC)=O)C1(CCCC1)C(=O)OC (Methyl 1-(1-oxo-6-(4-(4-pentylbenzamido)phenyl)isoindolin-2-yl)cyclopentane carboxylate). The product is O=C1N(CC2=CC=C(C=C12)C1=CC=C(C=C1)NC(C1=CC=C(C=C1)CCCCC)=O)C1(CCCC1)C(=O)O (1-(1-Oxo-6-(4-(4-pentylbenzamido)phenyl)isoindolin-2-yl)cyclopentane carboxylic acid). The yield is 84.0%. As a reaction SMILES: C(NC1C=CC(C2C=C3C(CN([C@@H](C(C)C)C(O)=O)C3=O)=CC=2)=CC=1)(=O)C1C=CC=CC=1.[O:33]=[C:34]1[C:42]2[C:37](=[CH:38][CH:39]=[C:40]([C:43]3[CH:48]=[CH:47][C:46]([NH:49][C:50](=[O:62])[C:51]4[CH:56]=[CH:55][C:54]([CH2:57][CH2:58][CH2:59][CH2:60][CH3:61])=[CH:53][CH:52]=4)=[CH:45][CH:44]=3)[CH:41]=2)[CH2:36][N:35]1[C:63]1([C:68]([O:70]C)=[O:69])[CH2:67][CH2:66][CH2:65][CH2:64]1>>[O:33]=[C:34]1[C:42]2[C:37](=[CH:38][CH:39]=[C:40]([C:43]3[CH:44]=[CH:45][C:46]([NH:49][C:50](=[O:62])[C:51]4[CH:56]=[CH:55][C:54]([CH2:57][CH2:58][CH2:59][CH2:60][CH3:61])=[CH:53][CH:52]=4)=[CH:47][CH:48]=3)[CH:41]=2)[CH2:36][N:35]1[C:63]1([C:68]([OH:70])=[O:69])[CH2:64][CH2:65][CH2:66][CH2:67]1. Procedure: The compound of example 537 was prepared analogous to compound of example 98 by hydrolysis of compound of example 536.